This data is from the Open Reaction Database (ORD), a public repository of structured organic reaction records. The task is: describe an organic reaction: reactants, conditions, products, and yield Reactants: [N+](=O)([O-])C1=CC=C(C(=O)N2CCC3=C(C4=C2C=CC=C4)SC(=C3)C(=O)OCC)C=C1 (ethyl 4,5-dihydro-6-(4-nitrobenzoyl)-6H-thieno[3,2-d][1]-benzazepine-2-carboxylate), Cl (HCl). The solvent is C(C)O (ethanol), O1CCCC1 (tetrahydrofuran), [OH-].[Na+] (sodium hydroxide). Reaction conditions: time 22 hour. Product: [N+](=O)([O-])C1=CC=C(C(=O)N2CCC3=C(C4=C2C=CC=C4)SC(=C3)C(=O)O)C=C1 (4,5-dihydro-6-(4-nitro-benzoyl)-6H-thieno[3,2-d][1]benzazepine-2-carboxylic acid). The yield is 96.4%. As a reaction SMILES: [N+:1]([C:4]1[CH:30]=[CH:29][C:7]([C:8]([N:10]2[C:16]3[CH:17]=[CH:18][CH:19]=[CH:20][C:15]=3[C:14]3[S:21][C:22]([C:24]([O:26]CC)=[O:25])=[CH:23][C:13]=3[CH2:12][CH2:11]2)=[O:9])=[CH:6][CH:5]=1)([O-:3])=[O:2].Cl>C(O)C.O1CCCC1.[OH-].[Na+]>[N+:1]([C:4]1[CH:5]=[CH:6][C:7]([C:8]([N:10]2[C:16]3[CH:17]=[CH:18][CH:19]=[CH:20][C:15]=3[C:14]3[S:21][C:22]([C:24]([OH:26])=[O:25])=[CH:23][C:13]=3[CH2:12][CH2:11]2)=[O:9])=[CH:29][CH:30]=1)([O-:3])=[O:2] |f:4.5|. Reported procedure: A mixture of 0.80 g of ethyl 4,5-dihydro-6-(4-nitrobenzoyl)-6H-thieno[3,2-d][1]-benzazepine-2-carboxylate in 25 ml of ethanol, 6 ml of tetrahydrofuran and 3.13 ml of 1M sodium hydroxide is stirred at room temperature for 22 hours. The mixture is acidified with 2 ml of 2M HCl and the solvents removed. The residue is dried under vacuum and extracted several times with CHCl3 --CH3 OH (1:1). The extracts are combined and the solvent removed to give 0.72 g of 4,5-dihydro-6-(4-nitro-benzoyl)-6H-thieno... Reactants: COC(=O)c1cccc(CBr)c1, Oc1cc(Cl)ccc1-c1nc2cc(F)c(F)cc2n1CC1CCCCC1. Product: COC(=O)c1cccc(COc2cc(Cl)ccc2-c2nc3cc(F)c(F)cc3n2CC2CCCCC2)c1. Reaction SMILES: [CH3:27][O:28][C:29]([c:30]1[cH:31][c:32]([CH2:36][Br:37])[cH:33][cH:34][cH:35]1)=[O:38].[Cl:1][c:2]1[cH:3][cH:4][c:5](-[c:9]2[n:10][c:11]3[c:12]([n:13]2[CH2:14][CH:15]2[CH2:16][CH2:17][CH2:18][CH2:19][CH2:20]2)[cH:21][c:22]([F:26])[c:23]([F:25])[cH:24]3)[c:6]([OH:8])[cH:7]1>>[Cl:1][c:2]1[cH:3][cH:4][c:5](-[c:9]2[n:10][c:11]3[c:12]([n:13]2[CH2:14][CH:15]2[CH2:16][CH2:17][CH2:18][CH2:19][CH2:20]2)[cH:21][c:22]([F:26])[c:23]([F:25])[cH:24]3)[c:6]([O:8][CH2:36][c:32]2[cH:31][c:30]([C:29]([O:28][CH3:27])=[O:38])[cH:35][cH:34][cH:33]2)[cH:7]1. Reactants: CC(C)(C)OC(=O)NC1(c2ccc(-c3nnc4n3-c3cc(Br)cnc3Nc3ccccc3-4)cc2)CCC1, O=C([O-])O, Cc1ccccc1, CCO, [Na+], [Pd], c1ccc(P(c2ccccc2)c2ccccc2)cc1, c1ccc(P(c2ccccc2)c2ccccc2)cc1, OB(O)c1ccccc1, c1ccc(P(c2ccccc2)c2ccccc2)cc1, c1ccc(P(c2ccccc2)c2ccccc2)cc1. Yields the product CC(C)(C)OC(=O)NC1(c2ccc(-c3nnc4n3-c3cc(-c5ccccc5)cnc3Nc3ccccc3-4)cc2)CCC1. As a reaction SMILES: [Br:1][c:2]1[cH:3][c:4]2[c:5]([n:36][cH:37]1)[NH:6][c:7]1[c:8]([cH:32][cH:33][cH:34][cH:35]1)-[c:9]1[n:10]-2[c:11](-[c:14]2[cH:15][cH:16][c:17]([C:20]3([NH:24][C:25]([O:26][C:27]([CH3:28])([CH3:29])[CH3:30])=[O:31])[CH2:21][CH2:22][CH2:23]3)[cH:18][cH:19]2)[n:12][n:13]1.[C:47](=[O:48])([OH:49])[O-:50].[CH3:52][c:53]1[cH:54][cH:55][cH:56][cH:57][cH:58]1.[CH3:59][CH2:60][OH:61].[Na+:51].[Pd:62].[c:101]1([P:102]([c:103]2[cH:104][cH:105][cH:106][cH:107][cH:108]2)[c:109]2[cH:110][cH:111][cH:112][cH:113][cH:114]2)[cH:115][cH:116][cH:117][cH:118][cH:119]1.[c:120]1([P:121]([c:122]2[cH:123][cH:124][cH:125][cH:126][cH:127]2)[c:128]2[cH:129][cH:130][cH:131][cH:132][cH:133]2)[cH:134][cH:135][cH:136][cH:137][cH:138]1.[c:38]1([B:44]([OH:45])[OH:46])[cH:39][cH:40][cH:41][cH:42][cH:43]1.[c:63]1([P:64]([c:65]2[cH:66][cH:67][cH:68][cH:69][cH:70]2)[c:71]2[cH:72][cH:73][cH:74][cH:75][cH:76]2)[cH:77][cH:78][cH:79][cH:80][cH:81]1.[c:82]1([P:83]([c:84]2[cH:85][cH:86][cH:87][cH:88][cH:89]2)[c:90]2[cH:91][cH:92][cH:93][cH:94][cH:95]2)[cH:96][cH:97][cH:98][cH:99][cH:100]1>>[c:2]1(-[c:38]2[cH:39][cH:40][cH:41][cH:42][cH:43]2)[cH:3][c:4]2[c:5]([n:36][cH:37]1)[NH:6][c:7]1[c:8]([cH:32][cH:33][cH:34][cH:35]1)-[c:9]1[n:10]-2[c:11](-[c:14]2[cH:15][cH:16][c:17]([C:20]3([NH:24][C:25]([O:26][C:27]([CH3:28])([CH3:29])[CH3:30])=[O:31])[CH2:21][CH2:22][CH2:23]3)[cH:18][cH:19]2)[n:12][n:13]1. The reactants are C1=CC=C(C=C1)P(C2=CC=CC=C2)C3=CC=CC=C3OC4=CC=CC=C4P(C5=CC=CC=C5)C6=CC=CC=C6 (DPEphos), C(Cl)Cl (methylene chloride), BrC=1C2=CC=C(N2)C(=C2C=CC(C(=C3C=CC(=C(C=4C=CC1N4)C4=CC=CC=C4)N3)Br)=N2)C2=CC=CC=C2 (5,15-dibromo-10,20-diphenylporphyrin), (+)-dihydrocholesterol, C(=O)([O-])[O-].[Cs+].[Cs+] (Cs2CO3). The reagents and catalysts are C=1C=CC(=CC1)/C=C/C(=O)/C=C/C2=CC=CC=C2.C=1C=CC(=CC1)/C=C/C(=O)/C=C/C2=CC=CC=C2.C=1C=CC(=CC1)/C=C/C(=O)/C=C/C2=CC=CC=C2.[Pd].[Pd] (Pd2(dba)3). Solvent: hexanes, C1(=CC=CC=C1)C (toluene). Yields the product C12=CC=C(N1)C=C1C=CC(=N1)C=C1C=CC(N1)=CC=1C=CC(N1)=C2 (Porphyrin), solid. Yield: 45.0%. As a reaction SMILES: Br[C:2]1[C:3]2[NH:7][C:6]([C:8](C3C=CC=CC=3)=[C:9]3[N:32]=[C:12]([C:13](Br)=[C:14]4[NH:30][C:17](=[C:18](C5C=CC=CC=5)[C:19]5[CH:20]=[CH:21][C:22]=1[N:23]=5)[CH:16]=[CH:15]4)[CH:11]=[CH:10]3)=[CH:5][CH:4]=2.C1C=CC(P(C2C(OC3C(P(C4C=CC=CC=4)C4C=CC=CC=4)=CC=CC=3)=CC=CC=2)C2C=CC=CC=2)=CC=1.C([O-])([O-])=O.[Cs+].[Cs+].C(Cl)Cl>C1(C)C=CC=CC=1.C1C=CC(/C=C/C(/C=C/C2C=CC=CC=2)=O)=CC=1.C1C=CC(/C=C/C(/C=C/C2C=CC=CC=2)=O)=CC=1.C1C=CC(/C=C/C(/C=C/C2C=CC=CC=2)=O)=CC=1.[Pd].[Pd]>[C:3]12[CH:2]=[C:22]3[N:23]=[C:19]([CH:20]=[CH:21]3)[CH:18]=[C:17]3[NH:30][C:14]([CH:15]=[CH:16]3)=[CH:13][C:12]3=[N:32][C:9]([CH:10]=[CH:11]3)=[CH:8][C:6]([NH:7]1)=[CH:5][CH:4]=2 |f:2.3.4,7.8.9.10.11|. Procedure: The general procedure was used to couple 5,15-dibromo-10,20-diphenylporphyrin (31.0 mg, 0.05 mmol) with (+)-dihydrocholesterol (77.8 mg, 0.2 mmol), using Pd2(dba)3 (4.6 mg, 0.005 mmol) and DPEphos (10.7 mg, 0.02 mmol) in the presence of Cs2CO3 (65.2 mg, 0.2 mmol). The reaction was conducted in toluene at 100° C. for 17 h. The title compound was isolated by flash chromatography (silica gel, methylene chloride: hexanes (v/v)=8:2) as a purple solid (27.5 mg, 45%). 1H NMR (300 MHz, CDCl3): δ 9.43 (d... Starting materials: CC1(C)CN(c2ccc(Cl)nn2)C(=O)N1, [H-], CI, [Na+], CN(C)C=O. Product: CN1C(=O)N(c2ccc(Cl)nn2)CC1(C)C. As a reaction SMILES: [Cl:1][c:2]1[cH:3][cH:4][c:5]([N:8]2[C:9](=[O:15])[NH:10][C:11]([CH3:13])([CH3:14])[CH2:12]2)[n:6][n:7]1.[H-:16].[I:18][CH3:19].[Na+:17].[O:20]=[CH:21][N:22]([CH3:23])[CH3:24]>>[Cl:1][c:2]1[cH:3][cH:4][c:5]([N:8]2[C:9](=[O:15])[N:10]([CH3:19])[C:11]([CH3:13])([CH3:14])[CH2:12]2)[n:6][n:7]1. The reactants are BrC=1C(=NC=C(C1)C(NC1=CC=C(C=C1)OC(F)(F)F)=O)N1C[C@@H](CC1)N(C(OC(C)(C)C)=O)C ((R)-tert-butyl (1-(3-bromo-5-((4-(trifluoromethoxy)phenyl)carbamoyl)pyridin-2-yl)pyrrolidin-3-yl)(methyl)carbamate), N1=CN=CC(=C1)B(O)O (pyrimidin-5-ylboronic acid). Product: CN[C@H]1CN(CC1)C1=NC=C(C(=O)NC2=CC=C(C=C2)OC(F)(F)F)C=C1C=1C=NC=NC1 ((R)-6-(3-(Methylamino)pyrrolidin-1-yl)-5-(pyrimidin-5-yl)-N-(4-(trifluoromethoxy)phenyl)nicotinamide). As a reaction SMILES: Br[C:2]1[C:3]([N:22]2[CH2:26][CH2:25][C@@H:24]([N:27]([CH3:35])C(=O)OC(C)(C)C)[CH2:23]2)=[N:4][CH:5]=[C:6]([C:8](=[O:21])[NH:9][C:10]2[CH:15]=[CH:14][C:13]([O:16][C:17]([F:20])([F:19])[F:18])=[CH:12][CH:11]=2)[CH:7]=1.[N:36]1[CH:41]=[C:40](B(O)O)[CH:39]=[N:38][CH:37]=1>>[CH3:35][NH:27][C@@H:24]1[CH2:25][CH2:26][N:22]([C:3]2[C:2]([C:40]3[CH:41]=[N:36][CH:37]=[N:38][CH:39]=3)=[CH:7][C:6]([C:8]([NH:9][C:10]3[CH:15]=[CH:14][C:13]([O:16][C:17]([F:20])([F:19])[F:18])=[CH:12][CH:11]=3)=[O:21])=[CH:5][N:4]=2)[CH2:23]1. Procedure: The title compound was prepared in an analogous fashion to that described in Example 93 using (R)-tert-butyl (1-(3-bromo-5-((4-(trifluoromethoxy)phenyl)carbamoyl)pyridin-2-yl)pyrrolidin-3-yl)(methyl)carbamate (Stage 99.1) and pyrimidin-5-ylboronic acid. LC-MS (Condition 6) tR=0.89 min, m/z=459.0 [M+H]+. Starting materials: Cl.C(C)C1=C(C(=CC=C1)CC)NC(=O)C1=NN(C2=C1CCC=1C=NC(=NC21)NC2CCNCC2)C (N-(2,6-diethylphenyl)-1-methyl-8-(piperidin-4-ylamino)-4,5-dihydro-1H-pyrazolo[4,3-h]quinazoline-3-carboxamide hydrochloride), CCN(C(C)C)C(C)C (DIPEA), C(C1=CC=CC=C1)Br (benzylbromide). Run in ClCCl (dichloromethane), ClCCl (Dichloromethane). Conditions: time 2 hour. Product: C(C1=CC=CC=C1)N1CCC(CC1)NC1=NC=2C3=C(CCC2C=N1)C(=NN3C)C(=O)NC3=C(C=CC=C3CC)CC (8-[(1-Benzylpiperidin-4-yl)amino]-N-(2,6-diethylphenyl)-1-methyl-4,5-dihydro-1H-pyrazolo[4,3-h]quinazoline-3-carboxamide). Yield: 75.0%. Reaction SMILES: Cl.[CH2:2]([C:4]1[CH:9]=[CH:8][CH:7]=[C:6]([CH2:10][CH3:11])[C:5]=1[NH:12][C:13]([C:15]1[C:19]2[CH2:20][CH2:21][C:22]3[CH:23]=[N:24][C:25]([NH:28][CH:29]4[CH2:34][CH2:33][NH:32][CH2:31][CH2:30]4)=[N:26][C:27]=3[C:18]=2[N:17]([CH3:35])[N:16]=1)=[O:14])[CH3:3].CCN(C(C)C)C(C)C.[CH2:45](Br)[C:46]1[CH:51]=[CH:50][CH:49]=[CH:48][CH:47]=1>ClCCl>[CH2:45]([N:32]1[CH2:31][CH2:30][CH:29]([NH:28][C:25]2[N:24]=[CH:23][C:22]3[CH2:21][CH2:20][C:19]4[C:15]([C:13]([NH:12][C:5]5[C:4]([CH2:2][CH3:3])=[CH:9][CH:8]=[CH:7][C:6]=5[CH2:10][CH3:11])=[O:14])=[N:16][N:17]([CH3:35])[C:18]=4[C:27]=3[N:26]=2)[CH2:34][CH2:33]1)[C:46]1[CH:51]=[CH:50][CH:49]=[CH:48][CH:47]=1 |f:0.1|. Procedure details: To a solution of N-(2,6-diethylphenyl)-1-methyl-8-(piperidin-4-ylamino)-4,5-dihydro-1H-pyrazolo[4,3-h]quinazoline-3-carboxamide hydrochloride (40 mg, 0.075 mmol) in dichloromethane (1 mL), DIPEA (0.2 mL, 1.1 mmol) and benzylbromide (0.011 mL, 0.090 mmol) were added. The mixture was stirred at room temperature for 2 h. Dichloromethane was added and the solution was washed water. The organic layer was then dried over Na2SO4 and the solvent evaporated to dryness. The crude solid was purified by fla... Reactants: [N+](=O)([O-])C1=C(C(=CC(=C1)C(F)(F)F)[N+](=O)[O-])NC ((2,6-dinitro-4-trifluoromethyl-phenyl)-methyl-amine), C(C)(=O)O (acetic acid), ice. The reagents and catalysts are [Fe] (iron). Run in C(C)O (ethanol). Conditions: temperature 0 celsius, time 3.5 hour. Yields the product CNC1=C(C=C(C=C1N)C(F)(F)F)N (N′-methyl-5-trifluoromethyl-benzene-1,2,3-triamine). The yield is 80.1%. As a reaction SMILES: [N+:1]([C:4]1[CH:9]=[C:8]([C:10]([F:13])([F:12])[F:11])[CH:7]=[C:6]([N+:14]([O-])=O)[C:5]=1[NH:17][CH3:18])([O-])=O.C(O)(=O)C>[Fe].C(O)C>[CH3:18][NH:17][C:5]1[C:4]([NH2:1])=[CH:9][C:8]([C:10]([F:11])([F:13])[F:12])=[CH:7][C:6]=1[NH2:14]. Procedure: To a mixture of (2,6-dinitro-4-trifluoromethyl-phenyl)-methyl-amine (5.0 g), acetic acid (11 mL), ethanol (100 mL), and ice (20 g), iron powder (6.4 g) was added under ice-cooling. The reaction mixture was stirred at 0° C. for 3.5 hours, and filtered through Celite®. The resulting filtrate was concentrated under reduced pressure, and diluted with 1N aqueous sodium hydroxide solution. The solution was extracted with ethyl acetate. The combined organic layer was dried over sodium sulfate, and conc...